From a dataset of the Open Reaction Database (ORD), a public repository of structured organic reaction records. describe an organic reaction: reactants, conditions, products, and yield Starting materials: C(CC(=O)O)(=O)OCC (ethyl hydrogen malonate), CC1=C(C(=O)Cl)C=C(C(=C1C)C)C (2,3,4,5-tetramethylbenzoyl chloride), C(CCC)[Li] (n-butyllithium). Solvent: O1CCCC1 (tetrahydrofuran), O1CCCC1 (tetrahydrofuran). Conditions: temperature -65 celsius, time 15 minute. Product: CC1=C(C=C(C(=C1C)C)C)C(CC(=O)OCC)=O (1-(2',3',4',5'-Tetramethylphenyl)-3-(ethoxy)-propane-1,3-dione). The yield is 96.1%. RXN SMILES: [C:1]([O:7][CH2:8][CH3:9])(=[O:6])[CH2:2][C:3]([OH:5])=O.C([Li])CCC.[CH3:15][C:16]1[C:24]([CH3:25])=[C:23]([CH3:26])[C:22](C)=[CH:21][C:17]=1[C:18](Cl)=O>O1CCCC1>[CH3:26][C:23]1[C:24]([CH3:25])=[C:16]([CH3:15])[C:17]([CH3:18])=[CH:21][C:22]=1[C:3](=[O:5])[CH2:2][C:1]([O:7][CH2:8][CH3:9])=[O:6]. Reported procedure: A 5 L, 3-necked flask is equipped with an overhead stirrer, addition funnel, thermowell and argon inlet. The flask is purged with argon then charged with ethyl hydrogen malonate (139.8 g, 1.06 mol) and tetrahydrofuran (2.3 L). The flask is cooled to -65° C. in a dry-ice/acetone bath. The n-butyllithium (892 mL, 2.23 mol) is transferred to the addition funnel then added dropwise to the stirred solution over a 2 hour period. After complete addition the reaction is warmed to -5° C. and stirred for ... Starting materials: N#Cc1ccc(C(=O)O)cc1, ClCCl, COc1ccccc1N, [Na+], CN(C)C=O, [OH-], O=S(Cl)Cl, c1ccccc1. Product: COc1ccccc1NC(=O)c1ccc(C#N)cc1. Reaction SMILES: [C:1](#[N:2])[c:3]1[cH:4][cH:5][c:6]([C:7](=[O:8])[OH:9])[cH:10][cH:11]1.[CH2:33]([Cl:34])[Cl:35].[CH3:16][O:17][c:18]1[c:19]([NH2:24])[cH:20][cH:21][cH:22][cH:23]1.[Na+:26].[O:36]=[CH:37][N:38]([CH3:39])[CH3:40].[OH-:25].[S:12]([Cl:13])([Cl:14])=[O:15].[cH:27]1[cH:28][cH:29][cH:30][cH:31][cH:32]1>>[C:1](#[N:2])[c:3]1[cH:4][cH:5][c:6]([C:7](=[O:9])[NH:24][c:19]2[c:18]([O:17][CH3:16])[cH:23][cH:22][cH:21][cH:20]2)[cH:10][cH:11]1.